From a dataset of the Open Reaction Database (ORD), a public repository of structured organic reaction records. describe an organic reaction: reactants, conditions, products, and yield Starting materials: BrC1=NN(C=2N=CNC(C21)=O)[C@@H]2[C@@](O)([C@@](O)([C@@H](O2)COC(C2=CC=CC=C2)=O)C(C2=CC=CC=C2)=O)C(C2=CC=CC=C2)=O (3-Bromo-1-(2′,3′,5′-O-tribenzoyl-β-L-ribofuranosyl)pyrazolo[3,4-d]pyrimidin-4(5H)-one), stainless steel. The solvent is CO (MeOH), N (NH3). Product: BrC1=NN(C=2N=CNC(C21)=O)[C@@H]2[C@@H](O)[C@@H](O)[C@@H](O2)CO (3-Bromo-1-β-L-ribofuranosylpyrazolo[3,4-d]pyrimidin-4(5H)-one). Isolated yield 93.8%. RXN SMILES: [Br:1][C:2]1[C:10]2[C:9](=[O:11])[NH:8][CH:7]=[N:6][C:5]=2[N:4]([C@H:12]2[O:18][C@@H:17]([CH2:19][O:20]C(=O)C3C=CC=CC=3)[C@:15](C(=O)C3C=CC=CC=3)([OH:16])[C@:13]2(C(=O)C2C=CC=CC=2)[OH:14])[N:3]=1>CO.N>[Br:1][C:2]1[C:10]2[C:9](=[O:11])[NH:8][CH:7]=[N:6][C:5]=2[N:4]([C@H:12]2[O:18][C@@H:17]([CH2:19][OH:20])[C@H:15]([OH:16])[C@@H:13]2[OH:14])[N:3]=1. Procedure details: 3-Bromo-1-(2′,3′,5′-O-tribenzoy-β-L-ribofuranosyl)pyrazolo[3,4-d]pyrimidin-4(5H)-one 24 (280 mg, 0.43 mmole) was dissolved in MeOH saturated with NH3 at 0 C (25 mL). The solution in a sealed, stainless steel bomb was heated at 100 C for 6 h. After cooling, ammonia and methanol were evaporated. The residue was dissolved in water (40 mL), washed with EtOAc (4×20 mL), and concentrated. The residue was soaked in acetonitrile and the resulting solid filtered, dried under vacuum to give 3-Bromo-1-β-L-...